From a dataset of the Open Reaction Database (ORD), a public repository of structured organic reaction records. describe an organic reaction: reactants, conditions, products, and yield The reactants are C(C1=CC=CC=C1)(=O)C=CC(=O)OCC (Ethyl 3-benzoylacrylate), N[C@@H]1C(N(C2=C(CC1)C=CC=C2)CC(=O)OC(C)(C)C)=O ((3S)-3-amino-1-t-butoxycarbonylmethyl-2,3,4,5-tetrahydro-1H-benzazepin-2-one). Reagents/catalysts: [Pd] (Pd—C). The solvent is C1(=CC=CC=C1)C (toluene). Reaction conditions: time 18 hour. Product: C(C)(C)(C)OC(CN1C2=C(CCC(C1=O)NC1C(OC(C1)C1=CC=CC=C1)=O)C=CC=C2)=O ([2-oxo-3-(2-oxo-5-phenyl-tetrahydro-furan-3-ylamino)-2,3,4,5-tetrahydro-benzo[b]azepin-1-yl]-acetic acid tert-butyl ester). Reaction SMILES: [C:1]([CH:9]=[CH:10][C:11]([O:13]CC)=[O:12])(=O)[C:2]1[CH:7]=[CH:6][CH:5]=[CH:4][CH:3]=1.[NH2:16][C@H:17]1[CH2:23][CH2:22][C:21]2[CH:24]=[CH:25][CH:26]=[CH:27][C:20]=2[N:19]([CH2:28][C:29]([O:31][C:32]([CH3:35])([CH3:34])[CH3:33])=[O:30])[C:18]1=[O:36]>C1(C)C=CC=CC=1.[Pd]>[C:32]([O:31][C:29](=[O:30])[CH2:28][N:19]1[C:18](=[O:36])[CH:17]([NH:16][CH:10]2[CH2:9][CH:1]([C:2]3[CH:3]=[CH:4][CH:5]=[CH:6][CH:7]=3)[O:13][C:11]2=[O:12])[CH2:23][CH2:22][C:21]2[CH:24]=[CH:25][CH:26]=[CH:27][C:20]1=2)([CH3:35])([CH3:33])[CH3:34]. Procedure: Ethyl 3-benzoylacrylate (13a) (55.6 g, 250 mmoles) is dropped into a solution of (3S)-3-amino-1-t-butoxycarbonylmethyl-2,3,4,5-tetrahydro-1H-benzazepin-2-one (11) (66.2 g, 227 mmoles) in 200 ml of toluene, at room temperature in 1 h. The resulting mixture is left under stirring for 18 h, then added with 10% Pd—C (26 g, 22 mmoles) and hydrogenated at 3 atm for 18 h at room temperature. After completion of the reaction, the catalyst is filtered off, 50 ml of acetic acid are added and volatiles are... The reactants are CC(C)(C)OC(=O)N1CCC(C(=O)O)CC1, C1CCOC1, CN1CCOCC1, CC(C)COC(=O)Cl, Cl, NCC(=O)c1ccc(F)c(C(F)(F)F)c1. The product is CC(C)(C)OC(=O)N1CCC(C(=O)NCC(=O)c2ccc(F)c(C(F)(F)F)c2)CC1. RXN SMILES: [C:1]([CH3:2])([CH3:3])([CH3:4])[O:5][C:6](=[O:7])[N:8]1[CH2:9][CH2:10][CH:11]([C:14](=[O:15])[OH:16])[CH2:12][CH2:13]1.[CH2:48]1[O:49][CH2:50][CH2:51][CH2:52]1.[CH3:17][N:18]1[CH2:19][CH2:20][O:21][CH2:22][CH2:23]1.[Cl:24][C:25]([O:26][CH2:27][CH:28]([CH3:29])[CH3:30])=[O:31].[ClH:32].[NH2:33][CH2:34][C:35](=[O:36])[c:37]1[cH:38][c:39]([C:44]([F:45])([F:46])[F:47])[c:40]([F:43])[cH:41][cH:42]1>>[C:1]([CH3:2])([CH3:3])([CH3:4])[O:5][C:6](=[O:7])[N:8]1[CH2:9][CH2:10][CH:11]([C:14](=[O:16])[NH:33][CH2:34][C:35](=[O:36])[c:37]2[cH:38][c:39]([C:44]([F:45])([F:46])[F:47])[c:40]([F:43])[cH:41][cH:42]2)[CH2:12][CH2:13]1. The reactants are [Li+].CC(C)[N-]C(C)C (LDA), COC1=CC=C(C=C1)C(CC)=NO (1-(4-methoxyphenyl)propan-1-one oxime), C(C(=O)OCC)(=O)OCC (diethyl oxalate), C(CCC)[Li] (Butyllithium), C(C)(C)NC(C)C (Diisopropylamine). Solvent: C1CCOC1 (THF), C1CCOC1 (THF), C1CCOC1 (THF). Conditions: temperature 0 celsius, time 30 minute. Product: ON=C(C(C(C(=O)OCC)=O)C)C1=CC=C(C=C1)OC (Ethyl 4-(hydroxyimino)-4-(4-methoxyphenyl)-3-methyl-2-oxobutanoate). The yield is 94.6%. As a reaction SMILES: C(NC(C)C)(C)C.C([Li])CCC.[Li+].CC([N-]C(C)C)C.[CH3:21][O:22][C:23]1[CH:28]=[CH:27][C:26]([C:29](=[N:32][OH:33])[CH2:30][CH3:31])=[CH:25][CH:24]=1.[C:34]([O:41][CH2:42][CH3:43])(=[O:40])[C:35]([O:37]CC)=O>C1COCC1>[OH:33][N:32]=[C:29]([C:26]1[CH:27]=[CH:28][C:23]([O:22][CH3:21])=[CH:24][CH:25]=1)[CH:30]([CH3:31])[C:35](=[O:37])[C:34]([O:41][CH2:42][CH3:43])=[O:40] |f:2.3|. Procedure: Diisopropylamine (22 mL, 154 mmol) was added to 60 mL of THF and cooled with an external ice bath. Butyllithium (59 mL, 147 mmol, 2.5 M in hexanes) was added and the mixture was stirred at 0° C. for 30 min, and brought to room temperature. The resulting LDA solution was added to a mixture of 1-(4-methoxyphenyl)propan-1-one oxime (12 g, 67.0 mmol) and THF (60 mL) at 0° C. Following the addition, the reaction mixture was stirred at 0° C. for 1 hour and warmed to room temperature. The mixture was t... As a reaction SMILES: [C:50]([O:51][CH2:52][CH3:53])(=[O:54])[CH3:55].[CH3:1][O:2][C:3](=[O:4])[CH2:38][NH:5][C:6]([c:7]1[c:8]([Cl:36])[cH:9][c:10]([O:14][c:15]2[c:16]([C:21](=[O:22])[N:23]3[CH2:24][CH2:25][N:26]([CH:33]4[CH2:34][CH2:35]4)[c:27]4[cH:28][cH:29][cH:30][cH:31][c:32]43)[cH:17][n:18][cH:19][cH:20]2)[c:11]([Cl:13])[cH:12]1)=[O:37].[CH3:39][O:40][C:41]([c:42]1[cH:43][cH:44][c:45]([NH2:48])[cH:46][cH:47]1)=[O:49].[CH3:56][CH2:57][CH2:58][CH2:59][CH2:60][CH2:61][CH3:62]>>[NH:5]([C:6]([c:7]1[c:8]([Cl:36])[cH:9][c:10]([O:14][c:15]2[c:16]([C:21](=[O:22])[N:23]3[CH2:24][CH2:25][N:26]([CH:33]4[CH2:34][CH2:35]4)[c:27]4[cH:28][cH:29][cH:30][cH:31][c:32]43)[cH:17][n:18][cH:19][cH:20]2)[c:11]([Cl:13])[cH:12]1)=[O:37])[c:45]1[cH:44][cH:43][c:42]([C:41]([O:40][CH3:39])=[O:49])[cH:47][cH:46]1. Reactants: CCOC(C)=O, COC(=O)CNC(=O)c1cc(Cl)c(Oc2ccncc2C(=O)N2CCN(C3CC3)c3ccccc32)cc1Cl, COC(=O)c1ccc(N)cc1, CCCCCCC. The product is COC(=O)c1ccc(NC(=O)c2cc(Cl)c(Oc3ccncc3C(=O)N3CCN(C4CC4)c4ccccc43)cc2Cl)cc1. Reactants: C(C)(=O)Cl (acetyl chloride), COC[C@H]1N(CC=C(C1)C(=O)OC(C)(C)C)C(=O)OCC=C (1-allyl 4-tert-butyl (2S)-2-(methoxymethyl)-3,6-dihydro-1,4(2 H)-pyridinedicarboxylate). The solvent is CO (methanol), CO (methanol). Conditions: time 30 minute. The product is COC[C@H]1N(CC=C(C1)C(=O)OC)C(=O)OCC=C (1-allyl 4-methyl (2S)-2-(methoxymethyl)-3,6-dihydro-1,4(2 H)-pyridinedicarboxylate). Yield: 92.8%. Reaction SMILES: C(Cl)(=O)C.[CH3:5][O:6][CH2:7][C@@H:8]1[CH2:13][C:12]([C:14]([O:16][C:17](C)(C)C)=[O:15])=[CH:11][CH2:10][N:9]1[C:21]([O:23][CH2:24][CH:25]=[CH2:26])=[O:22]>CO>[CH3:5][O:6][CH2:7][C@@H:8]1[CH2:13][C:12]([C:14]([O:16][CH3:17])=[O:15])=[CH:11][CH2:10][N:9]1[C:21]([O:23][CH2:24][CH:25]=[CH2:26])=[O:22]. Reported procedure: To methanol (19 ml, 470 mmol) was added at 0° C. acetyl chloride (12 ml, 169 mmol) and the mixture was stirred at the same temperature for 30 minutes. This solution was added to a solution of 1-allyl 4-tert-butyl (2S)-2-(methoxymethyl)-3,6-dihydro-1,4(2 H)-pyridinedicarboxylate (744 mg, 2.4 mmol) in methanol (3 ml) and the mixture was stirred at room temperature for 2 hours. The solvent was removed and the residue was dissolved in ethyl acetate. The solution was washed with a saturated sodium hy... The reactants are CCCC1(CCC)C=CC(=O)CC1, CCOC(C)=O, [H][H]. Product: CCCC1(CCC)CCC(=O)CC1. As a reaction SMILES: [CH2:1]([CH2:2][CH3:3])[C:4]1([CH2:11][CH2:12][CH3:13])[CH:5]=[CH:6][C:7](=[O:10])[CH2:8][CH2:9]1.[CH3:16][CH2:17][O:18][C:19](=[O:20])[CH3:21].[H:14][H:15]>>[CH2:1]([CH2:2][CH3:3])[C:4]1([CH2:11][CH2:12][CH3:13])[CH2:5][CH2:6][C:7](=[O:10])[CH2:8][CH2:9]1. Reactants: COC(=O)N[C@@H]([C@@H](C)CC)C(=O)N1[C@@H](CC[C@@H]1C)C=1NC(=CN1)C1=CC=C2C(=C1)COC1=C2C=C2CCC3=C(NC(=N3)[C@H]3N([C@H](CC3)C)C(=O)OC(C)(C)C)C2=C1 (tert-butyl (2S,5S)-2-[9-(2-{(2S,5S)-1-[N-(methoxycarbonyl)-L-isoleucyl]-5-methylpyrrolidin-2-yl}-1H-imidazol-5-yl)-1,4,5,11-tetrahydroisochromeno[4′,3′:6,7]naphtho[1,2-d]imidazol-2-yl]-5-methylpyrrolidine-1-carboxylate). Reagents/catalysts: O=[Mn]=O (MnO2). Solvent: ClCCl (dichloromethane), ClCCl (dichloromethane). Run at time 20 hour. Product: COC(=O)N[C@@H]([C@@H](C)CC)C(=O)N1[C@@H](CC[C@@H]1C)C=1NC(=CN1)C1=CC=C2C(=C1)COC1=C2C=C2C=CC3=C(NC(=N3)[C@H]3N([C@H](CC3)C)C(=O)OC(C)(C)C)C2=C1 (tert-butyl (2S,5S)-2-[9-(2-{(2S,5S)-1-[N-(methoxycarbonyl)-L-isoleucyl]-5-methylpyrrolidin-2-yl}-1H-imidazol-5-yl)-1,11-dihydroisochromeno[4′,3′:6,7]naphtho[1,2-d]imidazol-2-yl]-5-methylpyrrolidine-1-carboxylate). Yield: 40.5%. Reaction SMILES: [CH3:1][O:2][C:3]([NH:5][C@H:6]([C:11]([N:13]1[C@@H:17]([CH3:18])[CH2:16][CH2:15][C@H:14]1[C:19]1[NH:20][C:21]([C:24]2[CH:29]=[C:28]3[CH2:30][O:31][C:32]4[CH:57]=[C:56]5[C:35]([CH2:36][CH2:37][C:38]6[N:42]=[C:41]([C@@H:43]7[CH2:47][CH2:46][C@H:45]([CH3:48])[N:44]7[C:49]([O:51][C:52]([CH3:55])([CH3:54])[CH3:53])=[O:50])[NH:40][C:39]=65)=[CH:34][C:33]=4[C:27]3=[CH:26][CH:25]=2)=[CH:22][N:23]=1)=[O:12])[C@H:7]([CH2:9][CH3:10])[CH3:8])=[O:4]>ClCCl.O=[Mn]=O>[CH3:1][O:2][C:3]([NH:5][C@H:6]([C:11]([N:13]1[C@@H:17]([CH3:18])[CH2:16][CH2:15][C@H:14]1[C:19]1[NH:20][C:21]([C:24]2[CH:29]=[C:28]3[CH2:30][O:31][C:32]4[CH:57]=[C:56]5[C:35]([CH:36]=[CH:37][C:38]6[N:42]=[C:41]([C@@H:43]7[CH2:47][CH2:46][C@H:45]([CH3:48])[N:44]7[C:49]([O:51][C:52]([CH3:53])([CH3:54])[CH3:55])=[O:50])[NH:40][C:39]=65)=[CH:34][C:33]=4[C:27]3=[CH:26][CH:25]=2)=[CH:22][N:23]=1)=[O:12])[C@H:7]([CH2:9][CH3:10])[CH3:8])=[O:4]. Procedure: To a solution of tert-butyl (2S,5S)-2-[9-(2-{(2S,5S)-1-[N-(methoxycarbonyl)-L-isoleucyl]-5-methylpyrrolidin-2-yl}-1H-imidazol-5-yl)-1,4,5,11-tetrahydroisochromeno[4′,3′:6,7]naphtho[1,2-d]imidazol-2-yl]-5-methylpyrrolidine-1-carboxylate (2.77 g, 3.5 mmol) in dichloromethane (25 mL) was added MnO2 (9.00 g, 103 mmol). The resulting slurry was stirred at room temperature for 20 h. The solution was diluted with dichloromethane, filtered through celite, and concentrated. The crude oil was purified by ... Starting materials: NC(N)=NC=1SC=C(N1)C=1C=NC=C(C1)CN1C(C=2C(C1=O)=CC=CC2)=O (2-(diaminomethyleneamino)-4-(5-phthalimidomethylpyridin-3-yl)thiazole), O.NN (hydrazine hydrate), Cl (hydrochloride). Solvent: CO (methanol). Reaction conditions: time 5 hour. Yields the product Cl.Cl.Cl.NCC=1C=C(C=NC1)C=1N=C(SC1)N=C(N)N (4-(5-aminomethylpyridin-3-yl)-2-(diaminomethyleneamino)thiazole trihydrochloride). Reaction SMILES: [NH2:1][C:2](=[N:4][C:5]1[S:6][CH:7]=[C:8]([C:10]2[CH:11]=[N:12][CH:13]=[C:14]([CH2:16][N:17]3C(=O)C4=CC=CC=C4C3=O)[CH:15]=2)[N:9]=1)[NH2:3].O.NN.[ClH:31]>CO>[ClH:31].[ClH:31].[ClH:31].[NH2:17][CH2:16][C:14]1[CH:15]=[C:10]([C:8]2[N:9]=[C:5]([N:4]=[C:2]([NH2:3])[NH2:1])[S:6][CH:7]=2)[CH:11]=[N:12][CH:13]=1 |f:1.2,5.6.7.8|. Procedure details: A suspension of 2-(diaminomethyleneamino)-4-(5-phthalimidomethylpyridin-3-yl)thiazole (2.47 g) and hydrazine hydrate (0.4 g) in methanol was stirred at room temperature for 5 hours. 3N hydrochloride solution (40 ml) was added slowly and then the mixture was stirred at room temperature for 1 hour. The solvent was removed under reduced pressure. The residue was suspended in water (30 ml) and then the resulting precipitate was removed by filtration. The solvent was removed under reduced pressure to...